Dataset: the Open Reaction Database (ORD), a public repository of structured organic reaction records. Task: describe an organic reaction: reactants, conditions, products, and yield Reactants: C(#N)C=1C(=NC(=NC1)C1=CC=C(C=C1)CCCCC)O (5-cyano-4-hydroxy-2-(4-n-pentylphenyl)-pyrimidine), [P] (phosphorus), [OH-].[Na+] (sodium hydroxide), Cl.C(CCCC)C1=CC=C(C(=N)N)C=C1 (p-n-pentylbenzamidine hydrochloride), C(C)OC(C(C#N)=COCC)=O (α-ethoxymethylene- α -cyanoacetic acid ethyl ester), CC[O-].[Na+] (sodium ethylate). Solvent: C(C)O (ethanol). The product is ClC1=NC(=NC=C1C#N)C1=CC=C(C=C1)CCCCC (4-chloro-5-cyano-2-(4-n-pentylphenyl)-pyrimidine). RXN SMILES: [ClH:1].C(C1C=CC(C(N)=N)=CC=1)CCCC.C(OC(=O)C(=COCC)C#N)C.CC[O-].[Na+].[OH-].[Na+].[C:34]([C:36]1[C:37](O)=[N:38][C:39]([C:42]2[CH:47]=[CH:46][C:45]([CH2:48][CH2:49][CH2:50][CH2:51][CH3:52])=[CH:44][CH:43]=2)=[N:40][CH:41]=1)#[N:35].[P]>C(O)C>[Cl:1][C:37]1[C:36]([C:34]#[N:35])=[CH:41][N:40]=[C:39]([C:42]2[CH:47]=[CH:46][C:45]([CH2:48][CH2:49][CH2:50][CH2:51][CH3:52])=[CH:44][CH:43]=2)[N:38]=1 |f:0.1,3.4,5.6|. Procedure: The starting material can be obtained according to the procedure of A. R. Todd and F. Bergel, J. Chem. Soc. 1937, 365 by reaction of p-n-pentylbenzamidine hydrochloride with α-ethoxymethylene- α -cyanoacetic acid ethyl ester and sodium ethylate in ethanol and then with sodium hydroxide solution. The resulting 5-cyano-4-hydroxy-2-(4-n-pentylphenyl)-pyrimidine (melting point 199°-205° C) is treated with phosphorus oxychaloride to give 4-chloro-5-cyano-2-(4-n-pentylphenyl)-pyrimidine having a melti... As a reaction SMILES: [CH2:1]([O:3][C:4]([C:6]1([C:9]2[CH:14]=[CH:13][C:12]([C:15]3[CH:20]=[CH:19][C:18]([C:21]4[O:25][N:24]=[C:23]([CH3:26])[C:22]=4[CH2:27]Br)=[CH:17][CH:16]=3)=[CH:11][CH:10]=2)[CH2:8][CH2:7]1)=[O:5])[CH3:2].[C:29]1([C:35]2[NH:39][N:38]=[N:37][CH:36]=2)[CH:34]=[CH:33][CH:32]=[CH:31][CH:30]=1>>[CH2:1]([O:3][C:4]([C:6]1([C:9]2[CH:14]=[CH:13][C:12]([C:15]3[CH:20]=[CH:19][C:18]([C:21]4[O:25][N:24]=[C:23]([CH3:26])[C:22]=4[CH2:27][N:39]4[C:35]([C:29]5[CH:34]=[CH:33][CH:32]=[CH:31][CH:30]=5)=[CH:36][N:37]=[N:38]4)=[CH:17][CH:16]=3)=[CH:11][CH:10]=2)[CH2:8][CH2:7]1)=[O:5])[CH3:2]. Procedure details: Prepared according to the procedure described in Example 5, Step 3, using 1-[4′-(4-bromomethyl-3-methyl-isoxazol-5-yl)-biphenyl-4-yl]-cyclopropanecarboxylic acid ethyl ester and 5-phenyl-1H-[1,2,3]triazole. Reactants: C(C)OC(=O)C1(CC1)C1=CC=C(C=C1)C1=CC=C(C=C1)C1=C(C(=NO1)C)CBr (1-[4′-(4-bromomethyl-3-methyl-isoxazol-5-yl)-biphenyl-4-yl]-cyclopropanecarboxylic acid ethyl ester), C1(=CC=CC=C1)C1=CN=NN1 (5-phenyl-1H-[1,2,3]triazole). Yields the product C(C)OC(=O)C1(CC1)C1=CC=C(C=C1)C1=CC=C(C=C1)C1=C(C(=NO1)C)CN1N=NC=C1C1=CC=CC=C1 (1-{4′-[3-Methyl-4-(5-phenyl-[1,2,3]triazol-1-ylmethyl)-isoxazol-5-yl]-biphenyl-4-yl}-cyclopropanecarboxylic acid ethyl ester). Starting materials: CCO, ClCCl, [H][H], COC(=O)c1cc([N+](=O)[O-])cc2ccccc12. The product is COC(=O)c1cc(N)cc2ccccc12. RXN SMILES: [CH3:20][CH2:21][OH:22].[Cl:23][CH2:24][Cl:25].[H:18][H:19].[N+:1]([O-:2])(=[O:3])[c:4]1[cH:5][c:6]([C:14](=[O:15])[O:16][CH3:17])[c:7]2[cH:8][cH:9][cH:10][cH:11][c:12]2[cH:13]1>>[NH2:1][c:4]1[cH:5][c:6]([C:14](=[O:15])[O:16][CH3:17])[c:7]2[cH:8][cH:9][cH:10][cH:11][c:12]2[cH:13]1. Reactants: COC=1C=C(C(=O)N2CC(CC2)(C2=CC=C(C=C2)O[Si](C)(C)C(C)(C)C)CCN2CCC(CC2)C(=O)C2=NC3=C(N2CC2=CC=C(C=C2)F)C=CC=C3)C=C(C1OC)OC (1-(3,4,5-trimethoxy-benzoyl)-3-[2-[4-[1-(4-fluoro-benzyl)-1 H-benzoimidazole-2-carbonyl]-piperidin-1-yl]-ethyl]-3-(4-(t-butyldimethylsilyloxy)-phenyl)-pyrrolidine), [F-].C(CCC)[N+](CCCC)(CCCC)CCCC (tetrabutylammonium fluoride), C1CCOC1 (THF), C1CCOC1 (THF). Run in ClCCl (dichloromethane). Run at time 30 minute. The product is COC=1C=C(C(=O)N2CC(CC2)(C2=CC=C(C=C2)O)CCN2CCC(CC2)C(=O)C2=NC3=C(N2CC2=CC=C(C=C2)F)C=CC=C3)C=C(C1OC)OC (1-(3,4,5-Trimethoxy-benzoyl)-3-[2-[4-[1-(4-fluoro-benzyl)-1 H-benzoimidazole-2-carbonyl]-piperidin-1-yl]-ethyl]-3-(4-hydroxy-phenyl)-pyrrolidine). Reaction SMILES: [CH3:1][O:2][C:3]1[CH:4]=[C:5]([CH:54]=[C:55]([O:59][CH3:60])[C:56]=1[O:57][CH3:58])[C:6]([N:8]1[CH2:12][CH2:11][C:10]([CH2:27][CH2:28][N:29]2[CH2:34][CH2:33][CH:32]([C:35]([C:37]3[N:41]([CH2:42][C:43]4[CH:48]=[CH:47][C:46]([F:49])=[CH:45][CH:44]=4)[C:40]4[CH:50]=[CH:51][CH:52]=[CH:53][C:39]=4[N:38]=3)=[O:36])[CH2:31][CH2:30]2)([C:13]2[CH:18]=[CH:17][C:16]([O:19][Si](C(C)(C)C)(C)C)=[CH:15][CH:14]=2)[CH2:9]1)=[O:7].C1COCC1.[F-].C([N+](CCCC)(CCCC)CCCC)CCC>ClCCl>[CH3:60][O:59][C:55]1[CH:54]=[C:5]([CH:4]=[C:3]([O:2][CH3:1])[C:56]=1[O:57][CH3:58])[C:6]([N:8]1[CH2:12][CH2:11][C:10]([CH2:27][CH2:28][N:29]2[CH2:30][CH2:31][CH:32]([C:35]([C:37]3[N:41]([CH2:42][C:43]4[CH:44]=[CH:45][C:46]([F:49])=[CH:47][CH:48]=4)[C:40]4[CH:50]=[CH:51][CH:52]=[CH:53][C:39]=4[N:38]=3)=[O:36])[CH2:33][CH2:34]2)([C:13]2[CH:14]=[CH:15][C:16]([OH:19])=[CH:17][CH:18]=2)[CH2:9]1)=[O:7] |f:2.3|. Procedure details: Combine 1-(3,4,5-trimethoxy-benzoyl)-3-[2-[4-[1-(4-fluoro-benzyl)-1 H-benzoimidazole-2-carbonyl]-piperidin-1-yl]-ethyl]-3-(4-(t-butyldimethylsilyloxy)-phenyl)-pyrrolidine (6 mmol) and THF (20 mL). Cool using an ice bath. Add dropwise, a 1 M THF solution of tetrabutylammonium fluoride (7 mL). After 30 minutes, concentrate in vacuo to obtain a residue. Combine dichloromethane (50 mL) and the residue. Extract with water (3×15 mL), dry the organic layer over Na2SO4, filter, and concentrate in vacuo ... Reactants: [H-].[Na+] (sodium hydride), O1CCCC1 (tetrahydrofuran), C(C)(C)(C)OC(=O)N[C@@H]1CC[C@H](CC1)O (trans-4-(tert-butoxycarbonylamino)cyclohexanol), ClC1=NC=C(C=C1)[N+](=O)[O-] (2-chloro-5-nitropyridine). Solvent: O (water), CS(=O)C (dimethylsulfoxide). Conditions: time 1 day. Yields the product C(C)(C)(C)OC(=O)N[C@@H]1CC[C@H](CC1)OC1=NC=C(C=C1)[N+](=O)[O-] (trans-1-tert-butoxycarbonylamino-4-(5-nitro-2-pyridyloxy)cyclohexane). Yield: 78.0%. RXN SMILES: [H-].[Na+].O1CCCC1.[C:8]([O:12][C:13]([NH:15][C@H:16]1[CH2:21][CH2:20][C@H:19]([OH:22])[CH2:18][CH2:17]1)=[O:14])([CH3:11])([CH3:10])[CH3:9].Cl[C:24]1[CH:29]=[CH:28][C:27]([N+:30]([O-:32])=[O:31])=[CH:26][N:25]=1>O.CS(C)=O>[C:8]([O:12][C:13]([NH:15][C@H:16]1[CH2:17][CH2:18][C@H:19]([O:22][C:24]2[CH:29]=[CH:28][C:27]([N+:30]([O-:32])=[O:31])=[CH:26][N:25]=2)[CH2:20][CH2:21]1)=[O:14])([CH3:11])([CH3:9])[CH3:10] |f:0.1|. Procedure: 2.04 g of 60% sodium hydride was gradually added to 150 ml of a tetrahydrofuran solution containing 10.0 g of trans-4-(tert-butoxycarbonylamino)cyclohexanol and 7.35 g of 2-chloro-5-nitropyridine, and 30 mL of dimethylsulfoxide was further added thereto, and then, the mixture was stirred at room temperature for 1 day. The reaction mixture was poured into water and extracted with chloroform. The extract was washed with water and brine, dried over anhydrous sodium sulfate, and then, the solvent wa... Starting materials: BrCCCn1cccc1, COC(=O)C1CNC(=O)C1, [H-], [Na+], CN(C)C=O. Product: COC(=O)C1CC(=O)N(CCCn2cccc2)C1. RXN SMILES: [Br:13][CH2:14][CH2:15][CH2:16][n:17]1[cH:18][cH:19][cH:20][cH:21]1.[CH3:1][O:2][C:3](=[O:4])[CH:5]1[CH2:6][NH:7][C:8](=[O:10])[CH2:9]1.[H-:12].[Na+:11].[O:22]=[CH:23][N:24]([CH3:25])[CH3:26]>>[CH3:1][O:2][C:3](=[O:4])[CH:5]1[CH2:6][N:7]([CH2:14][CH2:15][CH2:16][n:17]2[cH:18][cH:19][cH:20][cH:21]2)[C:8](=[O:10])[CH2:9]1. Reactants: COC1=C(C(=C(C=O)C=C1)[N+](=O)[O-])[N+](=O)[O-] (4-methoxy-2,3-dinitrobenzaldehyde), [Br-].COC=1C=C(C[P+](C2=CC=CC=C2)(C2=CC=CC=C2)C2=CC=CC=C2)C=C(C1OC)OC (3,4,5-trimethoxybenzyltriphenyl phosphonium bromide), [H-].[Na+] (NaH). The solvent is ClCCl (dichloromethane). Reaction conditions: time 7 hour. The product is [N+](=O)([O-])C1=C(\C=C/C2=CC(=C(C(=C2)OC)OC)OC)C=CC(=C1[N+](=O)[O-])OC (2′,3′-Dinitro-3,4,4′,5-tetramethoxy-(Z)-stilbene). Isolated yield 50.3%. RXN SMILES: [CH3:1][O:2][C:3]1[CH:10]=[CH:9][C:6]([CH:7]=O)=[C:5]([N+:11]([O-:13])=[O:12])[C:4]=1[N+:14]([O-:16])=[O:15].[Br-].[CH3:18][O:19][C:20]1[CH:21]=[C:22]([CH:43]=[C:44]([O:48][CH3:49])[C:45]=1[O:46][CH3:47])[CH2:23][P+](C1C=CC=CC=1)(C1C=CC=CC=1)C1C=CC=CC=1.[H-].[Na+]>ClCCl>[N+:11]([C:5]1[C:4]([N+:14]([O-:16])=[O:15])=[C:3]([O:2][CH3:1])[CH:10]=[CH:9][C:6]=1/[CH:7]=[CH:23]\[C:22]1[CH:43]=[C:44]([O:48][CH3:49])[C:45]([O:46][CH3:47])=[C:20]([O:19][CH3:18])[CH:21]=1)([O-:13])=[O:12] |f:1.2,3.4|. Reported procedure: 4-methoxy-2,3-dinitrobenzaldehyde (2.94 mmol) and 3,4,5-trimethoxybenzyltriphenyl phosphonium bromide (1.54 g, 2.94 mmol, 1.0 equiv) in anhydrous dichloromethane (25 mL) was added NaH (0.424 g, 17.67 mmol, 6.0 equiv). The reaction mixture was stirred at room temperature for about 7 hours and monitored by TLC. The reaction was quenched by adding water, the organic layer was separated and the aqueous layer was extracted with dichloromethane (3×25 mL). The combined organic layer was washed with bri... The reactants are C1(=CC=CC=C1)S(=O)(=O)O (benzene sulphonic acid), N (ammonia), CC1=CC=C(C=C1)S(=O)(=O)OCC(C1=NC=CC=C1)(F)F (2,2-Difluoro-2-pyridin-2-ylethyl 4-methylbenzenesulfonate), [Na+].[I-] (NaI), N (ammonia). The solvent is C(C)(=O)OC(C)C (isopropyl acetate), CS(=O)C (DMSO). Run at temperature 80 celsius. The product is C1(=CC=CC=C1)S(=O)(=O)O.FC(CN)(C1=NC=CC=C1)F (2,2-Difluoro-2-pyridin-2-ylethanamine benzenesulfonate salt). Yield: 49.5%. RXN SMILES: C[C:2]1[CH:7]=[CH:6][C:5]([S:8]([O:11][CH2:12][C:13]([F:21])([F:20])[C:14]2[CH:19]=[CH:18][CH:17]=[CH:16][N:15]=2)(=[O:10])=[O:9])=[CH:4][CH:3]=1.[Na+].[I-].[NH3:24].C1(S(O)(=O)=O)C=CC=CC=1>C(OC(C)C)(=O)C.CS(C)=O>[C:5]1([S:8]([OH:11])(=[O:10])=[O:9])[CH:6]=[CH:7][CH:2]=[CH:3][CH:4]=1.[F:20][C:13]([F:21])([C:14]1[CH:19]=[CH:18][CH:17]=[CH:16][N:15]=1)[CH2:12][NH2:24] |f:1.2,7.8|. Procedure: 10 g of 2,2-Difluoro-2-pyridin-2-ylethyl 4-methylbenzenesulfonate (J) obtained in step 3, 5 g of NaI, 20 mL of DMSO and 90 mL of aqueous ammonia were taken in a 500 mL autoclave vessel. The reaction mixture was heated to 80° C. and a pressure of 15 to 17 kg of ammonia maintained for 30-40 hours. The volume of the reaction mass was reduced by vacuum distillation. The RM was washed with 60 mL of IPE. The pH of the RM was adjusted to 10-14 by adding a 50% NaOH solution and extracted three times wit... Reactants: COC(C(CC1=CC=C(C=C1)C(O[SiH2]C(C)(C)C)(C)C)Cl)=O (3-[4-(tert-butyl-dimethyl-silanyloxymethyl)-phenyl]-2-chloro-propionic acid methyl ester), C(=O)([O-])[O-].[Cs+].[Cs+] (Cs2CO3), FC1=CC=C(C=C1)CCS (2-(4-fluoro-phenyl)-ethanethiol). Solvent: CN(C)C=O (DMF), CN(C)C=O (DMF). Reaction conditions: time 18 hour. Product: COC(C(CC1=CC=C(C=C1)C(O[SiH2]C(C)(C)C)(C)C)SCCC1=CC=C(C=C1)F)=O (3-[4-(tert-Butyl-dimethyl-silanyloxymethyl)-phenyl]-2-[2-(4-fluoro-phenyl)-ethylsulfanyl]-propionic acid methyl ester), oil. Isolated yield 25.4%. Reaction SMILES: [CH3:1][O:2][C:3](=[O:22])[CH:4](Cl)[CH2:5][C:6]1[CH:11]=[CH:10][C:9]([C:12]([CH3:20])([CH3:19])[O:13][SiH2:14][C:15]([CH3:18])([CH3:17])[CH3:16])=[CH:8][CH:7]=1.C([O-])([O-])=O.[Cs+].[Cs+].[F:29][C:30]1[CH:35]=[CH:34][C:33]([CH2:36][CH2:37][SH:38])=[CH:32][CH:31]=1>CN(C=O)C>[CH3:1][O:2][C:3](=[O:22])[CH:4]([S:38][CH2:37][CH2:36][C:33]1[CH:34]=[CH:35][C:30]([F:29])=[CH:31][CH:32]=1)[CH2:5][C:6]1[CH:11]=[CH:10][C:9]([C:12]([CH3:20])([CH3:19])[O:13][SiH2:14][C:15]([CH3:18])([CH3:17])[CH3:16])=[CH:8][CH:7]=1 |f:1.2.3|. Reported procedure: To a solution of 3-[4-(tert-butyl-dimethyl-silanyloxymethyl)-phenyl]-2-chloro-propionic acid methyl ester (6.56 g, 42 mmol) in anhydrous DMF (200 mL) was added Cs2CO3 (14.34 g, 44 mmol) at 0° C. After stirring for 30 min 2-(4-fluoro-phenyl)-ethanethiol (13.72 g, 40 mmol), dissolved in anhydrous DMF (100 mL), was added dropwise and the resulting organe mixture was stirred for 18 h without removing the cooling bath. The mixture was diluted with Et2O and extracted with three times with H2O. The org...